From a dataset of the Open Reaction Database (ORD), a public repository of structured organic reaction records. describe an organic reaction: reactants, conditions, products, and yield Yields the product FC=1C=C(C=CC1OC1=C2C(=NC=C1)C=C(S2)CCC)NC(=S)NC(CC2=CC=CC=C2)=O (1-(3-fluoro-4-(2-propylthieno[3,2-b]pyridin-7-yloxy)phenyl)-3-(2-phenylacetyl)thiourea). Reaction SMILES: [F:1][C:2]1[CH:3]=[C:4]([NH2:21])[CH:5]=[CH:6][C:7]=1[O:8][C:9]1[CH:14]=[CH:13][N:12]=[C:11]2[CH:15]=[C:16]([CH2:18][CH2:19][CH3:20])[S:17][C:10]=12.[C:22]1([CH2:28][C:29]([N:31]=[C:32]=[S:33])=[O:30])[CH:27]=[CH:26][CH:25]=[CH:24][CH:23]=1>C1(C)C=CC=CC=1.C(O)C>[F:1][C:2]1[CH:3]=[C:4]([NH:21][C:32]([NH:31][C:29](=[O:30])[CH2:28][C:22]2[CH:23]=[CH:24][CH:25]=[CH:26][CH:27]=2)=[S:33])[CH:5]=[CH:6][C:7]=1[O:8][C:9]1[CH:14]=[CH:13][N:12]=[C:11]2[CH:15]=[C:16]([CH2:18][CH2:19][CH3:20])[S:17][C:10]=12 |f:2.3|. The solvent is C1(=CC=CC=C1)C.C(C)O (toluene ethanol). Reactants: FC=1C=C(C=CC1OC1=C2C(=NC=C1)C=C(S2)CCC)N (3-fluoro-4-(2-propylthieno[3,2-b]pyridin-7-yloxy)benzenamine), C1(=CC=CC=C1)CC(=O)N=C=S (2-phenylethanoyl isothiocyanate). Procedure details: A mixture of 3-fluoro-4-(2-propylthieno[3,2-b]pyridin-7-yloxy)benzenamine (8 mg, 0.03 mmol) and 2-phenylethanoyl isothiocyanate (9 mg, 0.05 mmol; prepared according to J. Org. Chem. 1964, 29, 1115-1119) in 1:1 toluene/ethanol (0.5 mL) were stirred at room temperature for 2 hours. The reaction mixture was purified by preparative TLC (5% MeOH/EtOAc). The product was obtained as a waxy solid (8 mg, 58%). 1H NMR (400 MHz, CDCl3) δ 12.49 (s, 1H), 8.57 (s, 1H), 8.45 (m, 1H), 7.94 (m, 1H), 7.44 (m, 4H)... The yield is 55.6%. Reaction conditions: time 2 hour. Reactants: BrC=1C=C(C(=O)N[C@H](C)C=2C=NC(=NC2)C)C=C(C1)C1=NC=C(C=C1)C ((R)-3-bromo-5-(5-methylpyridin-2-yl)-N-(1-(2-methylpyrimidin-5-yl)ethyl)benzamide), N1C(CCC1)=O (2-pyrrolidinone), C([O-])([O-])=O.[Cs+].[Cs+] (cesium carbonate), O1CCOCC1 (1,4-dioxane). The reagents and catalysts are C=1C=CC(=CC1)/C=C/C(=O)/C=C/C2=CC=CC=C2.C=1C=CC(=CC1)/C=C/C(=O)/C=C/C2=CC=CC=C2.C=1C=CC(=CC1)/C=C/C(=O)/C=C/C2=CC=CC=C2.[Pd].[Pd] (tris(dibenzylideneacetone)dipalladium(0)). Run in CO (methanol). Product: CC=1C=CC(=NC1)C=1C=C(C(=O)N[C@H](C)C=2C=NC(=NC2)C)C=C(C1)N1C(CCC1)=O ((R)-3-(5-Methylpyridin-2-yl)-N-(1-(2-methylpyrimidin-5-yl)ethyl)-5-(2-oxopyrrolidin-1-yl)benzamide). Reaction SMILES: Br[C:2]1[CH:3]=[C:4]([CH:17]=[C:18]([C:20]2[CH:25]=[CH:24][C:23]([CH3:26])=[CH:22][N:21]=2)[CH:19]=1)[C:5]([NH:7][C@@H:8]([C:10]1[CH:11]=[N:12][C:13]([CH3:16])=[N:14][CH:15]=1)[CH3:9])=[O:6].[NH:27]1[CH2:31][CH2:30][CH2:29][C:28]1=[O:32].C(=O)([O-])[O-].[Cs+].[Cs+].O1CCOCC1>CO.C1C=CC(/C=C/C(/C=C/C2C=CC=CC=2)=O)=CC=1.C1C=CC(/C=C/C(/C=C/C2C=CC=CC=2)=O)=CC=1.C1C=CC(/C=C/C(/C=C/C2C=CC=CC=2)=O)=CC=1.[Pd].[Pd]>[CH3:26][C:23]1[CH:24]=[CH:25][C:20]([C:18]2[CH:17]=[C:4]([CH:3]=[C:2]([N:27]3[CH2:31][CH2:30][CH2:29][C:28]3=[O:32])[CH:19]=2)[C:5]([NH:7][C@@H:8]([C:10]2[CH:11]=[N:12][C:13]([CH3:16])=[N:14][CH:15]=2)[CH3:9])=[O:6])=[N:21][CH:22]=1 |f:2.3.4,7.8.9.10.11|. Reported procedure: Into a 5 mL microwave vial was charged (R)-3-bromo-5-(5-methylpyridin-2-yl)-N-(1-(2-methylpyrimidin-5-yl)ethyl)benzamide (20 mg, 0.05 mmol), 2-pyrrolidinone (7 mg, 0.08 mmol) xantphos (3 mg, 0.005 mmol), tris(dibenzylideneacetone)dipalladium(0) (2 mg, 0.002 mmol), cesium carbonate (50 mg, 0.1 mmol), and 1,4-dioxane (0.8 mL). The mixture was subjected to microwave irradiation at 130° C. for 10 min. The cooled mixture was diluted with 3 mL of methanol and purified by reverse phase HPLC to afford t...